From a dataset of the Open Reaction Database (ORD), a public repository of structured organic reaction records. describe an organic reaction: reactants, conditions, products, and yield Starting materials: [Br-], CCCC[NH3+], Cc1ccccc1, COc1cc(F)ccc1[N+](=O)[O-], C1CC(C2CCNCC2)CCN1, [Na+], [OH-], O. Product: COc1cc(N2CCC(C3CCNCC3)CC2)ccc1[N+](=O)[O-]. As a reaction SMILES: [Br-:27].[CH2:28]([NH3+:29])[CH2:30][CH2:31][CH3:32].[CH3:34][c:35]1[cH:36][cH:37][cH:38][cH:39][cH:40]1.[F:1][c:2]1[cH:3][c:4]([O:11][CH3:12])[c:5]([N+:8](=[O:9])[O-:10])[cH:6][cH:7]1.[NH:13]1[CH2:14][CH2:15][CH:16]([CH:19]2[CH2:20][CH2:21][NH:22][CH2:23][CH2:24]2)[CH2:17][CH2:18]1.[Na+:26].[OH-:25].[OH2:33]>>[c:2]1([N:13]2[CH2:14][CH2:15][CH:16]([CH:19]3[CH2:20][CH2:21][NH:22][CH2:23][CH2:24]3)[CH2:17][CH2:18]2)[cH:3][c:4]([O:11][CH3:12])[c:5]([N+:8](=[O:9])[O-:10])[cH:6][cH:7]1. Starting materials: C(C1=CC=CC=C1)N1C(CC(C1)N(CC1=C(C=C(C=C1)F)F)C(=O)OC(C)(C)C)C(=O)O (1-benzyl-4-[tert-butoxycarbonyl-(2,4-difluoro-benzyl)-amino]-pyrrolidine-2-carboxylic acid), ClC1=C(C=CC=C1)N1CCNCC1 (1-(2-chloro-phenyl)-piperazine). Yields the product C(C1=CC=CC=C1)N1[C@@H](C[C@@H](C1)NCC1=C(C=C(C=C1)F)F)C(=O)N1CCN(CC1)C1=C(C=CC=C1)Cl ([(2S,4S)-1-Benzyl-4-(2,4-difluoro-benzylamino)-pyrrolidin-2-yl]-[4-(2-chloro-phenyl)-piperazin-1-yl]-methanone). Yield: 12.0%. As a reaction SMILES: [CH2:1]([N:8]1[CH2:12][CH:11]([N:13](C(OC(C)(C)C)=O)[CH2:14][C:15]2[CH:20]=[CH:19][C:18]([F:21])=[CH:17][C:16]=2[F:22])[CH2:10][CH:9]1[C:30](O)=[O:31])[C:2]1[CH:7]=[CH:6][CH:5]=[CH:4][CH:3]=1.[Cl:33][C:34]1[CH:39]=[CH:38][CH:37]=[CH:36][C:35]=1[N:40]1[CH2:45][CH2:44][NH:43][CH2:42][CH2:41]1>>[CH2:1]([N:8]1[CH2:12][C@@H:11]([NH:13][CH2:14][C:15]2[CH:20]=[CH:19][C:18]([F:21])=[CH:17][C:16]=2[F:22])[CH2:10][C@H:9]1[C:30]([N:43]1[CH2:44][CH2:45][N:40]([C:35]2[CH:36]=[CH:37][CH:38]=[CH:39][C:34]=2[Cl:33])[CH2:41][CH2:42]1)=[O:31])[C:2]1[CH:7]=[CH:6][CH:5]=[CH:4][CH:3]=1. Procedure details: As described for Example 1f, 1-benzyl-4-[tert-butoxycarbonyl-(2,4-difluoro-benzyl)-amino]-pyrrolidine-2-carboxylic acid (60.0 mg, 0.134 mmol) was converted, using 1-(2-chloro-phenyl)-piperazine instead of 2-piperazin-1-yl-benzonitrile, to the title compound (8.2 mg, 12%) as light yellow oil. MS m/e=525.4 [M+H]+.